Dataset: the Open Reaction Database (ORD), a public repository of structured organic reaction records. Task: describe an organic reaction: reactants, conditions, products, and yield The reactants are C(=O)(O)[O-].[Na+] (NaHCO3), C=O (formaldehyde), C(#N)[BH3-].[Na+] (sodium cyanoborohydride), COC1=CC(=C(C=C2CC(NC(C2)(C)C)(C)C)C=C1)[N+](=O)[O-] (4-(4-methoxy-2-nitrobenzylidene)-2,2,6,6-tetramethylpiperidine). Run in CO (MeOH), CCOC(=O)C (EtOAc). Run at time 8 hour. Yields the product COC1=CC(=C(C=C2CC(N(C(C2)(C)C)C)(C)C)C=C1)[N+](=O)[O-] (4-(4-methoxy-2-nitrobenzylidene)-1,2,2,6,6-pentamethylpiperidine). The yield is 31.1%. As a reaction SMILES: [CH3:1][O:2][C:3]1[CH:19]=[CH:18][C:6]([CH:7]=[C:8]2[CH2:13][C:12]([CH3:15])([CH3:14])[NH:11][C:10]([CH3:17])([CH3:16])[CH2:9]2)=[C:5]([N+:20]([O-:22])=[O:21])[CH:4]=1.C=O.[C:25]([BH3-])#N.[Na+].C([O-])(O)=O.[Na+]>CO.CCOC(C)=O>[CH3:1][O:2][C:3]1[CH:19]=[CH:18][C:6]([CH:7]=[C:8]2[CH2:9][C:10]([CH3:17])([CH3:16])[N:11]([CH3:25])[C:12]([CH3:14])([CH3:15])[CH2:13]2)=[C:5]([N+:20]([O-:22])=[O:21])[CH:4]=1 |f:2.3,4.5|. Procedure details: 4-(4-methoxy-2-nitrobenzylidene)-2,2,6,6-tetramethylpiperidine (1.1 g; 3.23 mmol; 1 eq) is dissolved in MeOH (10 mL) then formaldehyde (0.19 g; 6.45 mmol; 2 eq) and sodium cyanoborohydride (0.41 g; 6.45 mmol; 2 eq) are added. The reaction mixture is stirred at room temperature overnight. The solvents are evaporated under reduced pressure and the residue obtained is taken up in EtOAc then a saturated aqueous solution of NaHCO3 is added. The organic phase is washed with brine, dried over MgSO4 and...